Dataset: the Open Reaction Database (ORD), a public repository of structured organic reaction records. Task: describe an organic reaction: reactants, conditions, products, and yield Reactants: O1C(=CC2=C1C=CC=C2)C(=O)O (2-benzofurancarboxylic acid), C(C(=O)Cl)(=O)Cl (oxalyl chloride). The reagents and catalysts are CN(C=O)C (dimethylformamide). Solvent: ClCCl (dichloromethane). Run at time 15 hour. Product: O1C2=C(C=C1C(=O)Cl)C=CC=C2 (benzo[b]furan-2-carbonyl chloride). Reaction SMILES: [O:1]1[C:5]2[CH:6]=[CH:7][CH:8]=[CH:9][C:4]=2[CH:3]=[C:2]1[C:10]([OH:12])=O.C(Cl)(=O)C([Cl:16])=O>ClCCl.CN(C)C=O>[O:1]1[C:2]([C:10]([Cl:16])=[O:12])=[CH:3][C:4]2[CH:9]=[CH:8][CH:7]=[CH:6][C:5]1=2. Reported procedure: A suspension of 2-benzofurancarboxylic acid (0.746 g, 4.6 mmol) in dichloromethane (3 mL) was treated with oxalyl chloride (0.700 g, 5.52 mmol) and one drop of dimethylformamide. The reaction mixture was shaken for 15 h. The solvent was removed under reduced pressure and dried under high vacuum to afford a quantitative amount of benzo[b]furan-2-carbonyl chloride. The oil was directly used in the following reaction.